This data is from the Open Reaction Database (ORD), a public repository of structured organic reaction records. The task is: describe an organic reaction: reactants, conditions, products, and yield Reaction SMILES: O=[C:2]1[C:11]2[C:6](=[CH:7][CH:8]=[CH:9][CH:10]=2)[C:5]([CH2:12][C:13]#[N:14])=[N:4][NH:3]1.P12(SP3(SP(SP(S3)(S1)=S)(=S)S2)=S)=[S:16]>N1C=CC=CC=1>[SH:16][C:2]1[C:11]2[C:6](=[CH:7][CH:8]=[CH:9][CH:10]=2)[C:5]([CH2:12][C:13]#[N:14])=[N:4][N:3]=1. The yield is 105.6%. The product is SC1=NN=C(C2=CC=CC=C12)CC#N (4-mercapto-phthalazin-acetonitrile). Procedure: 3,4-dihydro-4-oxo-1-phthalazin-acetonitrile (126 g) is suspended in anhydrous pyridine (1300 ml) under anhydrous conditions. P2S5 (230 g) is added portionwise to this suspension at room temperature and with stirring, then the mixture is slowly heated to reflux temperature and kept at this temperature for about 2 h. Pyridine is then evaporated under reduced pressure and the residue is poured into water (3 l). The solid which separates is recovered by filtration, thoroughly wshed first with water ... Reaction conditions: time 2 hour. Run in N1=CC=CC=C1 (pyridine). Starting materials: O=C1NN=C(C2=CC=CC=C12)CC#N (3,4-dihydro-4-oxo-1-phthalazin-acetonitrile), P12(=S)SP3(=S)SP(=S)(S1)SP(=S)(S2)S3 (P2S5). Starting materials: [Al+3], C1CCOC1, CCOCC, O=C1COc2ccc(C=Cc3ccccc3)nc2N1, [H-], [H-], [H-], [H-], [Li+], [Na+], [OH-], O. Product: C(=Cc1ccc2c(n1)NCCO2)c1ccccc1. RXN SMILES: [Al+3:21].[CH2:29]1[O:30][CH2:31][CH2:32][CH2:33]1.[CH3:34][CH2:35][O:36][CH2:37][CH3:38].[CH:1](=[CH:2][c:3]1[cH:4][cH:5][cH:6][cH:7][cH:8]1)[c:9]1[cH:10][cH:11][c:12]2[c:17]([n:18]1)[NH:16][C:15](=[O:19])[CH2:14][O:13]2.[H-:20].[H-:23].[H-:24].[H-:25].[Li+:22].[Na+:28].[OH-:27].[OH2:26]>>[CH:1](=[CH:2][c:3]1[cH:4][cH:5][cH:6][cH:7][cH:8]1)[c:9]1[cH:10][cH:11][c:12]2[c:17]([n:18]1)[NH:16][CH2:15][CH2:14][O:13]2. Reactants: [H][H] (hydrogen), Cl (hydrochloride), [OH-].[Na+] (sodium hydroxide), C(C)OC(C(C=1CCN(CC1)CC1=CC=CC=C1)(C)C)=O (1-phenylmethyl-α,α-dimethyl-1,2,3,6-tetrahydro-4-pyridine-acetic acid ethyl ester). Reagents/catalysts: [Pd] (palladium/charcoal). Solvent: C(C)O (ethanol), O (water). The product is C(C)OC(C(C1CCNCC1)(C)C)=O (α,α-dimethyl-4-piperidine-acetic Acid Ethyl Ester). Isolated yield 82.0%. RXN SMILES: Cl.[CH2:2]([O:4][C:5](=[O:22])[C:6]([CH3:21])([CH3:20])[C:7]1[CH2:8][CH2:9][N:10](CC2C=CC=CC=2)[CH2:11][CH:12]=1)[CH3:3].[H][H].[OH-].[Na+]>C(O)C.O.[Pd]>[CH2:2]([O:4][C:5](=[O:22])[C:6]([CH3:21])([CH3:20])[CH:7]1[CH2:12][CH2:11][NH:10][CH2:9][CH2:8]1)[CH3:3] |f:3.4|. Procedure: A solution of 246 g (76.6×10-2 mole) of the hydrochloride of 1-phenylmethyl-α,α-dimethyl-1,2,3,6-tetrahydro-4-pyridine-acetic acid ethyl ester in 1.5 liters of ethanol was hydrogenated in a Parr's apparatus at 50° C. at a hydrogen pressure of 3.106Pa in the presence of 20 g of 5% palladium/charcoal. After filtering, the filtrate obtained was evaporated off under reduced pressure. The residue obtained was taken up in water and rendered alkaline with 500 ml of 5N sodium hydroxide. It was extracted... The reactants are C(C)(=O)O (acetic acid), C(C)(=O)N(C)C1=CC=C(C=C1)S(=O)(=O)Cl (4-(N-acetyl-N-methylamino)benzenesulfonyl chloride), NC1CCN(CC1)CC1=CC=CC=C1 (4-amino-1-benzylpiperidine), [H][H] (hydrogen). Reagents/catalysts: [Pd] (palladium/carbon). The solvent is C(C)O (ethanol). Yields the product C(C1=CC=CC=C1)N1CCC(CC1)NS(=O)(=O)C1=CC=C(C=C1)N(C)C(C)=O (N-(1-Benzyl-4-piperidyl)-4-(N-acetyl-N-methylamino)benzenesulfonamide), C(C)(=O)O.N1CCC(CC1)NS(=O)(=O)C1=CC=C(C=C1)N(C)C(C)=O (N-(4-piperidyl)-4-(N-acetyl-N-methylamino)benzenesulfonamide acetate). Yield: 100.0%. RXN SMILES: [C:1]([N:4]([C:6]1[CH:11]=[CH:10][C:9]([S:12](Cl)(=[O:14])=[O:13])=[CH:8][CH:7]=1)[CH3:5])(=[O:3])[CH3:2].[NH2:16][CH:17]1[CH2:22][CH2:21][N:20]([CH2:23][C:24]2[CH:29]=[CH:28][CH:27]=[CH:26][CH:25]=2)[CH2:19][CH2:18]1.[C:30]([OH:33])(=[O:32])[CH3:31].[H][H]>C(O)C.[Pd]>[CH2:23]([N:20]1[CH2:21][CH2:22][CH:17]([NH:16][S:12]([C:9]2[CH:10]=[CH:11][C:6]([N:4]([C:1](=[O:3])[CH3:2])[CH3:5])=[CH:7][CH:8]=2)(=[O:14])=[O:13])[CH2:18][CH2:19]1)[C:24]1[CH:25]=[CH:26][CH:27]=[CH:28][CH:29]=1.[C:30]([OH:33])(=[O:32])[CH3:31].[NH:20]1[CH2:21][CH2:22][CH:17]([NH:16][S:12]([C:9]2[CH:10]=[CH:11][C:6]([N:4]([C:1](=[O:3])[CH3:2])[CH3:5])=[CH:7][CH:8]=2)(=[O:14])=[O:13])[CH2:18][CH2:19]1 |f:7.8|. Procedure: N-(1-Benzyl-4-piperidyl)-4-(N-acetyl-N-methylamino)benzenesulfonamide was prepared as a colorless oil from the 4-(N-acetyl-N-methylamino)benzenesulfonyl chloride (20.0 g, 80.8 mmol) and 4-amino-1-benzylpiperidine (18.16 ml, 88.9 mmol) in a similar manner to that described in Preparative Example 16. This oil was dissolved in ethanol (200 ml), followed by the addition of glacial acetic acid (10.0 ml). The obtained mixture was stirred in the presence of 10% palladium/carbon (water-containing one, 2... Starting materials: CN(C)C, CCC(C)C(Cl)C(=O)Cl, ClCCl, CCCCCCCCOc1ccc(-c2ncc(O)cn2)c(F)c1F. The product is CCCCCCCCOc1ccc(-c2ncc(OC(=O)C(Cl)C(C)CC)cn2)c(F)c1F. RXN SMILES: [CH3:1][N:2]([CH3:3])[CH3:4].[Cl:29][CH:30]([C:31](=[O:32])[Cl:33])[CH:34]([CH2:35][CH3:36])[CH3:37].[Cl:38][CH2:39][Cl:40].[F:5][c:6]1[c:7](-[c:22]2[n:23][cH:24][c:25]([OH:28])[cH:26][n:27]2)[cH:8][cH:9][c:10]([O:13][CH2:14][CH2:15][CH2:16][CH2:17][CH2:18][CH2:19][CH2:20][CH3:21])[c:11]1[F:12]>>[F:5][c:6]1[c:7](-[c:22]2[n:23][cH:24][c:25]([O:28][C:31]([CH:30]([Cl:29])[CH:34]([CH2:35][CH3:36])[CH3:37])=[O:32])[cH:26][n:27]2)[cH:8][cH:9][c:10]([O:13][CH2:14][CH2:15][CH2:16][CH2:17][CH2:18][CH2:19][CH2:20][CH3:21])[c:11]1[F:12].